From a dataset of the Open Reaction Database (ORD), a public repository of structured organic reaction records. describe an organic reaction: reactants, conditions, products, and yield Starting materials: CS(C)=O, O=S(=O)(Oc1cc2c(Br)csc2cn1)C(F)(F)F, [Li+], [OH-], O. Yields the product Oc1cc2c(Br)csc2cn1. Reaction SMILES: [CH3:22][S:23](=[O:24])[CH3:25].[F:1][C:2]([F:3])([F:4])[S:5]([O:6][c:7]1[cH:8][c:9]2[c:10]([cH:11][n:12]1)[s:13][cH:14][c:15]2[Br:16])(=[O:17])=[O:18].[Li+:21].[OH-:20].[OH2:19]>>[OH:6][c:7]1[cH:8][c:9]2[c:10]([cH:11][n:12]1)[s:13][cH:14][c:15]2[Br:16]. Reactants: CC(C)(C)C(=O)Nc1ccc(B(O)O)cc1, C1CCOC1, CN1C(=O)CCC2(C)c3ccc(Br)cc3CCC12, ClC(Cl)Cl, [Na+], [Na+], O=C([O-])[O-], [Pd], c1ccc(P(c2ccccc2)c2ccccc2)cc1, c1ccc(P(c2ccccc2)c2ccccc2)cc1, c1ccc(P(c2ccccc2)c2ccccc2)cc1, c1ccc(P(c2ccccc2)c2ccccc2)cc1. Yields the product CN1C(=O)CCC2(C)c3ccc(-c4ccc(NC(=O)C(C)(C)C)cc4)cc3CCC12. RXN SMILES: [C:19]([CH3:20])([CH3:21])([CH3:22])[C:23](=[O:24])[NH:25][c:26]1[cH:27][cH:28][c:29]([B:32]([OH:33])[OH:34])[cH:30][cH:31]1.[CH2:41]1[O:42][CH2:43][CH2:44][CH2:45]1.[CH3:1][N:2]1[C:3](=[O:18])[CH2:4][CH2:5][C:6]2([CH3:17])[c:7]3[c:8]([cH:12][c:13]([Br:16])[cH:14][cH:15]3)[CH2:9][CH2:10][CH:11]12.[CH:46]([Cl:47])([Cl:48])[Cl:49].[Na+:35].[Na+:36].[O-:37][C:38](=[O:39])[O-:40].[Pd:50].[c:108]1([P:109]([c:110]2[cH:111][cH:112][cH:113][cH:114][cH:115]2)[c:116]2[cH:117][cH:118][cH:119][cH:120][cH:121]2)[cH:122][cH:123][cH:124][cH:125][cH:126]1.[c:51]1([P:52]([c:53]2[cH:54][cH:55][cH:56][cH:57][cH:58]2)[c:59]2[cH:60][cH:61][cH:62][cH:63][cH:64]2)[cH:65][cH:66][cH:67][cH:68][cH:69]1.[c:70]1([P:71]([c:72]2[cH:73][cH:74][cH:75][cH:76][cH:77]2)[c:78]2[cH:79][cH:80][cH:81][cH:82][cH:83]2)[cH:84][cH:85][cH:86][cH:87][cH:88]1.[c:89]1([P:90]([c:91]2[cH:92][cH:93][cH:94][cH:95][cH:96]2)[c:97]2[cH:98][cH:99][cH:100][cH:101][cH:102]2)[cH:103][cH:104][cH:105][cH:106][cH:107]1>>[CH3:1][N:2]1[C:3](=[O:18])[CH2:4][CH2:5][C:6]2([CH3:17])[c:7]3[c:8]([cH:12][c:13](-[c:29]4[cH:28][cH:27][c:26]([NH:25][C:23]([C:19]([CH3:20])([CH3:21])[CH3:22])=[O:24])[cH:31][cH:30]4)[cH:14][cH:15]3)[CH2:9][CH2:10][CH:11]12.